From a dataset of the Open Reaction Database (ORD), a public repository of structured organic reaction records. describe an organic reaction: reactants, conditions, products, and yield The reactants are C(C(=O)Cl)(=O)Cl (Oxalyl chloride), Cl.C(C1=CC=CC=C1)N1CC(OCC1)C(=O)O (4-benzylmorpholine-2-carboxilic acid hydrochloride), N(C)C (Me2NH). Reagents/catalysts: CN(C=O)C (N,N-dimethylformamide). Run in ClCCCl (DCE). Run at temperature 65 celsius, time 4 hour. Product: C(C1=CC=CC=C1)N1CC(OCC1)C(=O)N(C)C (4-Benzyl-N,N-dimethylmorpholine-2-carboxamide). Yield: 83.3%. RXN SMILES: C(Cl)(=O)C(Cl)=O.Cl.[CH2:8]([N:15]1[CH2:20][CH2:19][O:18][CH:17]([C:21]([OH:23])=O)[CH2:16]1)[C:9]1[CH:14]=[CH:13][CH:12]=[CH:11][CH:10]=1.[NH:24]([CH3:26])[CH3:25]>ClCCCl.CN(C)C=O>[CH2:8]([N:15]1[CH2:20][CH2:19][O:18][CH:17]([C:21]([N:24]([CH3:26])[CH3:25])=[O:23])[CH2:16]1)[C:9]1[CH:14]=[CH:13][CH:12]=[CH:11][CH:10]=1 |f:1.2|. Reported procedure: Oxalyl chloride (372 μL, 4.27 mmol) was added to a mixture of 4-benzylmorpholine-2-carboxilic acid hydrochloride (1.00 g, 3.88 mmol) and N,N-dimethylformamide (15.0 μL, 0.194 mmol) in DCE (20 mL). The mixture was heated at 65° C. for 3 hours. After cooling to 0° C., Me2NH (2M solution in THF, 9.70 mL, 19.4 mmol) was added. The mixture was stirred at room temperature for 4 hours. The mixture was concentrated and the residue was diluted with water and extracted with EtOAc (3×). The combined organi... The reactants are crude product, C(C)C1=C(C=C(C=C1)I)C1C(C2CCC(C1=O)C2)=O (3-(2-ethyl-5-iodophenyl)bicyclo[3.2.1]octane-2,4-dione), [Cl-].[Li+].C(C)(C)[Mg]Cl (iso-propyl magnesium chloride lithium chloride), B(OC)(OC)OC (trimethyl borate). The solvent is ClCCl (dichloromethane), O1CCCC1 (tetrahydrofuran). Conditions: temperature -78 celsius, time 1.5 hour. Product: O=C1C2CCC(C(C1C=1C=C(C=CC1CC)B(O)O)=O)C2 (3-(2,4-dioxo-bicyclo[3.2.1]oct-3-yl)-4-ethylphenylboronic acid). Yield: 90.8%. RXN SMILES: [CH2:1]([C:3]1[CH:8]=[CH:7][C:6](I)=[CH:5][C:4]=1[CH:10]1[C:16](=[O:17])[CH:15]2[CH2:18][CH:12]([CH2:13][CH2:14]2)[C:11]1=[O:19])[CH3:2].[Cl-].[Li+].C([Mg]Cl)(C)C.[B:27](OC)([O:30]C)[O:28]C>O1CCCC1.ClCCl>[O:17]=[C:16]1[CH:10]([C:4]2[CH:5]=[C:6]([B:27]([OH:30])[OH:28])[CH:7]=[CH:8][C:3]=2[CH2:1][CH3:2])[C:11](=[O:19])[CH:12]2[CH2:18][CH:15]1[CH2:14][CH2:13]2 |f:1.2.3|. Reported procedure: To a solution of 3-(2-ethyl-5-iodophenyl)bicyclo[3.2.1]octane-2,4-dione (0.65 g, 1.77 mmol) in anhydrous tetrahydrofuran (15 ml) at −10° C. is added iso-propyl magnesium chloride lithium chloride complex (10.6 ml, 10.6 mmol, 1M in tetrahydrofuran) dropwise over 10 minutes. The reaction mixture is stirred at this temperature for 1.5 hours, then cooled to −78° C., at which point trimethyl borate (1.39 ml, 12.4 mmol) is added dropwise to maintain a temperature below −60° C. After re-cooling to −78°... The reactants are O1C(CCC2=CC=CC=C12)CN1CCC2(C(NCN2C2=CC=CC=C2)=O)CC1 (8-(chroman-2-yl-methyl)-1-phenyl-1,3,8-triazaspiro[4.5]decan-4-one), Cl (hydrochloric acid). Run in C(C)OCC (diethyl ether), ClCCl (dichloro-methane). Reaction conditions: time 2 hour. Procedure: 3.34 g (0.01 mol) of 8-(chroman-2-yl-methyl)-1-phenyl-1,3,8-triazaspiro[4.5]decan-4-one are dissolved in 100 ml of diethyl ether with the addition of 20 ml of dichloro-methane and treated with stirring with 6.9 ml of 1.45 N etherial hydrochloric acid with ice-cooling. After 2 h, the precipitate is filtered off with suction, washed with diethyl ether and dried in an oil pump vacuum at 60° C. 3.4 g of the title compound of m.p. 238-240° C. (capillary) are obtained. Product: Cl.O1C(CCC2=CC=CC=C12)CN1CCC2(C(NCN2C2=CC=CC=C2)=O)CC1 (8-(Chroman-2-yl-methyl)-1-phenyl-1,3,8-triazaspiro[4.5]-decan-4-one HCl salt). RXN SMILES: [O:1]1[C:10]2[C:5](=[CH:6][CH:7]=[CH:8][CH:9]=2)[CH2:4][CH2:3][CH:2]1[CH2:11][N:12]1[CH2:28][CH2:27][C:15]2([N:19]([C:20]3[CH:25]=[CH:24][CH:23]=[CH:22][CH:21]=3)[CH2:18][NH:17][C:16]2=[O:26])[CH2:14][CH2:13]1.[ClH:29]>C(OCC)C.ClCCl>[ClH:29].[O:1]1[C:10]2[C:5](=[CH:6][CH:7]=[CH:8][CH:9]=2)[CH2:4][CH2:3][CH:2]1[CH2:11][N:12]1[CH2:13][CH2:14][C:15]2([N:19]([C:20]3[CH:25]=[CH:24][CH:23]=[CH:22][CH:21]=3)[CH2:18][NH:17][C:16]2=[O:26])[CH2:27][CH2:28]1 |f:4.5|. Starting materials: C1OC=2C=C(CCN)C=CC2O1 (3,4-methylenedioxyphenethylamine), ClC=1C2=C(N=C(N1)C1=CC=NO1)SC(=C2)CC (4-chloro-2-(isoxazol-5-yl)-6-ethyl-thieno-[2,3-d]-pyrimidine). The product is O1N=CC=C1C=1N=C(C2=C(N1)SC(=C2)CC)NCCC2=CC1=C(C=C2)OCO1 (2-(isoxazol-5-yl)-4-(3,4-methylenedioxyphenethylamino)-6-ethyl-thieno-[2,3-d]-pyrimidine). RXN SMILES: [CH2:1]1[O:12][C:11]2[CH:10]=[CH:9][C:5]([CH2:6][CH2:7][NH2:8])=[CH:4][C:3]=2[O:2]1.Cl[C:14]1[C:15]2[CH:27]=[C:26]([CH2:28][CH3:29])[S:25][C:16]=2[N:17]=[C:18]([C:20]2[O:24][N:23]=[CH:22][CH:21]=2)[N:19]=1>>[O:24]1[C:20]([C:18]2[N:19]=[C:14]([NH:8][CH2:7][CH2:6][C:5]3[CH:9]=[CH:10][C:11]4[O:12][CH2:1][O:2][C:3]=4[CH:4]=3)[C:15]3[CH:27]=[C:26]([CH2:28][CH3:29])[S:25][C:16]=3[N:17]=2)=[CH:21][CH:22]=[N:23]1. Reported procedure: With the procedure of Example 1, the reaction of 3,4-methylenedioxyphenethylamine with 4-chloro-2-(isoxazol-5-yl)-6-ethyl-thieno-[2,3-d]-pyrimidine yields 2-(isoxazol-5-yl)-4-(3,4-methylenedioxyphenethylamino)-6-ethyl-thieno-[2,3-d]-pyrimidine.